From a dataset of the Open Reaction Database (ORD), a public repository of structured organic reaction records. describe an organic reaction: reactants, conditions, products, and yield Reactants: C([O-])([O-])=O.[K+].[K+] (potassium carbonate), Cl (HCl), COCC(CC(=O)OC)=O (methyl 4-methoxyacetoacetate), ClCC(CC)=O (1-chloro-2-butanone). The reagents and catalysts are [Cl-].C(C1=CC=CC=C1)[N+](CC)(CC)CC (benzyltriethylammonium chloride). The solvent is C(C)#N (acetonitrile). Reaction conditions: time 30 minute. Product: COCC(C(C(=O)OC)CC(CC)=O)=O (methyl 4-methoxy-2-(2-oxobutyl)-acetoacetate). Isolated yield 55.3%. As a reaction SMILES: C(=O)([O-])[O-].[K+].[K+].[CH3:7][O:8][CH2:9][C:10](=[O:16])[CH2:11][C:12]([O:14][CH3:15])=[O:13].Cl[CH2:18][C:19](=[O:22])[CH2:20][CH3:21].Cl>[Cl-].C([N+](CC)(CC)CC)C1C=CC=CC=1.C(#N)C>[CH3:7][O:8][CH2:9][C:10](=[O:16])[CH:11]([CH2:18][C:19](=[O:22])[CH2:20][CH3:21])[C:12]([O:14][CH3:15])=[O:13] |f:0.1.2,6.7|. Procedure: 67.99 g (492 mmol) of potassium carbonate and 1.87 g (8.2 mmol) of benzyltriethylammonium chloride are suspended in 500 ml of acetonitrile. 59.86 g (410 mmol) of methyl 4-methoxyacetoacetate are added thereto while stirring. 65.50 g (615 mmol) of 1-chloro-2-butanone are added dropwise thereto within 30 minutes and the mixture is stirred at 20°-25° C. for 23 hours. The reaction mixture is poured into 1 l of 1N HCl (pH value=1) and extracted 3 times with 700 ml of ethyl acetate each time. The comb... The reactants are CCC(=O)Nc1ccc(NC(=O)OCC(Cl)(Cl)Cl)cc1, CS(C)=O, CCN(C(C)C)C(C)C, O, c1ccc(-c2nsc(N3CCNCC3)n2)cc1. The product is CCC(=O)Nc1ccc(NC(=O)N2CCN(c3nc(-c4ccccc4)ns3)CC2)cc1. As a reaction SMILES: [C:1]([CH2:2][CH3:3])(=[O:4])[NH:5][c:6]1[cH:7][cH:8][c:9]([NH:12][C:13]([O:14][CH2:15][C:16]([Cl:17])([Cl:18])[Cl:19])=[O:20])[cH:10][cH:11]1.[CH3:47][S:48](=[O:49])[CH3:50].[CH:38]([N:39]([CH:40]([CH3:41])[CH3:42])[CH2:43][CH3:44])([CH3:45])[CH3:46].[OH2:51].[c:21]1(-[c:27]2[n:28][s:29][c:30]([N:32]3[CH2:33][CH2:34][NH:35][CH2:36][CH2:37]3)[n:31]2)[cH:22][cH:23][cH:24][cH:25][cH:26]1>>[C:1]([CH2:2][CH3:3])(=[O:4])[NH:5][c:6]1[cH:7][cH:8][c:9]([NH:12][C:13](=[O:20])[N:35]2[CH2:34][CH2:33][N:32]([c:30]3[s:29][n:28][c:27](-[c:21]4[cH:22][cH:23][cH:24][cH:25][cH:26]4)[n:31]3)[CH2:37][CH2:36]2)[cH:10][cH:11]1.